From a dataset of the Open Reaction Database (ORD), a public repository of structured organic reaction records. describe an organic reaction: reactants, conditions, products, and yield The reactants are [H-].[Na+] (sodium hydride), ice, [Cl-].C(C1=CC=CC=C1)OC1=CC=C(C[P+](C2=CC=CC=C2)(C2=CC=CC=C2)C2=CC=CC=C2)C=C1 ((4-benzyloxybenzyl)triphenylphosphonium chloride), O1CCOC12CCC(CC2)=O (1,4-dioxaspiro[4.5]decan-8-one). The reagents and catalysts are CN(C=O)C (N,N-dimethylformamide). The solvent is CCCCC (pentane). Reaction conditions: time 40 minute. The product is C(C1=CC=CC=C1)OC1=CC=C(C=C2CCC3(OCCO3)CC2)C=C1 (8-(4-benzyloxybenzylidene)-1,4-dioxaspiro[4.5]decane). The yield is 47.6%. Reaction SMILES: [H-].[Na+].[Cl-].[CH2:4]([O:11][C:12]1[CH:37]=[CH:36][C:15]([CH2:16][P+](C2C=CC=CC=2)(C2C=CC=CC=2)C2C=CC=CC=2)=[CH:14][CH:13]=1)[C:5]1[CH:10]=[CH:9][CH:8]=[CH:7][CH:6]=1.[O:38]1[C:42]2([CH2:47][CH2:46][C:45](=O)[CH2:44][CH2:43]2)[O:41][CH2:40][CH2:39]1>CN(C)C=O.CCCCC>[CH2:4]([O:11][C:12]1[CH:13]=[CH:14][C:15]([CH:16]=[C:45]2[CH2:46][CH2:47][C:42]3([O:41][CH2:40][CH2:39][O:38]3)[CH2:43][CH2:44]2)=[CH:36][CH:37]=1)[C:5]1[CH:6]=[CH:7][CH:8]=[CH:9][CH:10]=1 |f:0.1,2.3|. Reported procedure: To a suspension of sodium hydride (729 mg 60% in mineral oil) in N,N-dimethylformamide containing one drop of pentane is added (4-benzyloxybenzyl)triphenylphosphonium chloride (7.52 g). The mixture is stirred for 40 min, then 1,4-dioxaspiro[4.5]decan-8-one (2.37 g) is added. The mixture is stirred for one hour at room temperature, the suspension turning from red to green. The mixture is poured into ice (250 g) and extracted with ethyl acetate (4 times 100 mL). The organic extracts are pooled, wa... The reactants are CC(=O)[O-], CC(=O)O, COc1ccc2c(Cl)cc(-n3ccc(NC(C)C)n3)nc2c1, [Na+], O. Product: COc1ccc2c(O)cc(-n3ccc(NC(C)C)n3)nc2c1. Reaction SMILES: [C:24]([O-:25])(=[O:26])[CH3:27].[CH3:29][C:30](=[O:31])[OH:32].[Cl:1][c:2]1[cH:3][c:4](-[n:14]2[n:15][c:16]([NH:19][CH:20]([CH3:21])[CH3:22])[cH:17][cH:18]2)[n:5][c:6]2[cH:7][c:8]([O:12][CH3:13])[cH:9][cH:10][c:11]12.[Na+:28].[OH2:23]>>[c:2]1([OH:26])[cH:3][c:4](-[n:14]2[n:15][c:16]([NH:19][CH:20]([CH3:21])[CH3:22])[cH:17][cH:18]2)[n:5][c:6]2[cH:7][c:8]([O:12][CH3:13])[cH:9][cH:10][c:11]12. Reactants: CCN1C(=O)N(c2c(F)c(OC)cc(OC)c2F)Cc2cnc(S(C)=O)nc21, NCC(O)C(O)CN. Product: CCN1C(=O)N(c2c(F)c(OC)cc(OC)c2F)Cc2cnc(NCC(O)C(O)CN)nc21. As a reaction SMILES: [F:1][c:2]1[c:3]([N:13]2[C:14](=[O:28])[N:15]([CH2:26][CH3:27])[c:16]3[n:17][c:18]([S:23]([CH3:24])=[O:25])[n:19][cH:20][c:21]3[CH2:22]2)[c:4]([F:12])[c:5]([O:10][CH3:11])[cH:6][c:7]1[O:8][CH3:9].[NH2:29][CH2:30][CH:31]([CH:32]([CH2:33][NH2:34])[OH:35])[OH:36]>>[F:1][c:2]1[c:3]([N:13]2[C:14](=[O:28])[N:15]([CH2:26][CH3:27])[c:16]3[n:17][c:18]([NH:34][CH2:33][CH:32]([CH:31]([CH2:30][NH2:29])[OH:36])[OH:35])[n:19][cH:20][c:21]3[CH2:22]2)[c:4]([F:12])[c:5]([O:10][CH3:11])[cH:6][c:7]1[O:8][CH3:9]. Starting materials: CC1=NC2=CC=C(C=C2C(N1)=O)C (3,4-dihydro-2,6-dimethyl-4-oxoquinazoline), BrN1C(CCC1=O)=O (N-bromosuccinimide), C(C1=CC=CC=C1)(=O)OOC(C1=CC=CC=C1)=O (benzoyl peroxide). Solvent: ClCCCl (1,2-dichloro-ethane). Yields the product BrCC=1C=C2C(NC(=NC2=CC1)C)=O (6-bromomethyl-3,4-dihydro-2-methyl-4-oxoquinazoline). Isolated yield 65.4%. As a reaction SMILES: [CH3:1][C:2]1[NH:11][C:10](=[O:12])[C:9]2[C:4](=[CH:5][CH:6]=[C:7]([CH3:13])[CH:8]=2)[N:3]=1.[Br:14]N1C(=O)CCC1=O.C(OOC(=O)C1C=CC=CC=1)(=O)C1C=CC=CC=1>ClCCCl>[Br:14][CH2:13][C:7]1[CH:8]=[C:9]2[C:4](=[CH:5][CH:6]=1)[N:3]=[C:2]([CH3:1])[NH:11][C:10]2=[O:12]. Procedure: According to example 4, 1.00 g of 3,4-dihydro-2,6-dimethyl-4-oxoquinazoline (Sen, A. B.; Gupta, J. K. J. Indian Chem. Soc., 1962, 31, 369) was subjected to bromination using 1.05 g of N-bromosuccinimide (Aldrich) and 0.17 g of benzoyl peroxide in 50 mL of 1,2-dichloro-ethane for 30 min to afford 0.95 g (64%) of 6-bromomethyl-3,4-dihydro-2-methyl-4-oxoquinazoline as a tan solid. Reaction SMILES: [Br:1][c:2]1[cH:3][c:4]([CH3:24])[c:5]([C:9](=[O:10])[N:11]2[CH2:12][CH2:13][CH:14]([N:17]3[CH:18]([CH2:22][OH:23])[CH2:19][CH2:20][CH2:21]3)[CH2:15][CH2:16]2)[c:6]([CH3:8])[cH:7]1.[F:25][C:26]([c:27]1[cH:28][cH:29][c:30]([B:33]([OH:34])[OH:35])[cH:31][cH:32]1)([F:36])[F:37]>>[c:2]1(-[c:30]2[cH:29][cH:28][c:27]([C:26]([F:25])([F:36])[F:37])[cH:32][cH:31]2)[cH:3][c:4]([CH3:24])[c:5]([C:9](=[O:10])[N:11]2[CH2:12][CH2:13][CH:14]([N:17]3[CH:18]([CH2:22][OH:23])[CH2:19][CH2:20][CH2:21]3)[CH2:15][CH2:16]2)[c:6]([CH3:8])[cH:7]1. Product: Cc1cc(-c2ccc(C(F)(F)F)cc2)cc(C)c1C(=O)N1CCC(N2CCCC2CO)CC1. Starting materials: Cc1cc(Br)cc(C)c1C(=O)N1CCC(N2CCCC2CO)CC1, OB(O)c1ccc(C(F)(F)F)cc1.